From a dataset of the Open Reaction Database (ORD), a public repository of structured organic reaction records. describe an organic reaction: reactants, conditions, products, and yield Starting materials: BrC(C(=O)OC)C1=C(C=C(C=C1)Br)F (methyl 2-bromo-2-(4-bromo-2-fluorophenyl)acetate), C([O-])([O-])=O.[K+].[K+] (potassium carbonate), Cl.C1(CC1)N1C(COC2(C1)CCNCC2)=O (4-cyclopropyl-1-oxa-4,9-diazaspiro[5.5]undecan-3-one hydrochloride). Solvent: CN(C=O)C (N,N-dimethylformamide), O (water). Conditions: time 2 day. The product is BrC1=CC(=C(C=C1)C(C(=O)OC)N1CCC2(CN(C(CO2)=O)C2CC2)CC1)F (Methyl 2-(4-bromo-2-fluorophenyl)-2-(4-cyclopropyl-3-oxo-1-oxa-4,9-diazaspiro[5.5]undecan-9-yl)acetate). Isolated yield 91.9%. As a reaction SMILES: Br[CH:2]([C:7]1[CH:12]=[CH:11][C:10]([Br:13])=[CH:9][C:8]=1[F:14])[C:3]([O:5][CH3:6])=[O:4].C(=O)([O-])[O-].[K+].[K+].Cl.[CH:22]1([N:25]2[CH2:30][C:29]3([CH2:35][CH2:34][NH:33][CH2:32][CH2:31]3)[O:28][CH2:27][C:26]2=[O:36])[CH2:24][CH2:23]1>CN(C)C=O.O>[Br:13][C:10]1[CH:11]=[CH:12][C:7]([CH:2]([N:33]2[CH2:34][CH2:35][C:29]3([O:28][CH2:27][C:26](=[O:36])[N:25]([CH:22]4[CH2:23][CH2:24]4)[CH2:30]3)[CH2:31][CH2:32]2)[C:3]([O:5][CH3:6])=[O:4])=[C:8]([F:14])[CH:9]=1 |f:1.2.3,4.5|. Procedure: A solution of methyl 2-bromo-2-(4-bromo-2-fluorophenyl)acetate (7.29 mmol) in N,N-dimethylformamide (30 mL) was treated with potassium carbonate (19.90 mmol) and 4-cyclopropyl-1-oxa-4,9-diazaspiro[5.5]undecan-3-one hydrochloride (8.31 mmol). The reaction was stirred at room temperature for two days. The reaction solution was diluted with water (200 mL) and was extracted three times with ethyl acetate. The combined organic layers were washed five times with water and three times with brine. The o... The reactants are [H][H] (hydrogen), 102, ClC(CCC1CCN(CC1)C(=O)OCC)=O (ethyl 4-(3-chloro-3-oxopropyl)-1-piperidinecarboxylate), CC1=NC(=CC=C1)C (2,6-dimethylpyridine). Reagents/catalysts: [Pd] (palladium-on-charcoal). Solvent: O1CCCC1 (tetrahydrofuran). Product: 71.1, O=CCCC1CCN(CC1)C(=O)OCC (ethyl 4-(3-oxopropyl)-1-piperidinecarboxylate). The yield is 81.0%. RXN SMILES: Cl[C:2](=[O:16])[CH2:3][CH2:4][CH:5]1[CH2:10][CH2:9][N:8]([C:11]([O:13][CH2:14][CH3:15])=[O:12])[CH2:7][CH2:6]1.CC1C=CC=C(C)N=1.[H][H]>[Pd].O1CCCC1>[O:16]=[CH:2][CH2:3][CH2:4][CH:5]1[CH2:10][CH2:9][N:8]([C:11]([O:13][CH2:14][CH3:15])=[O:12])[CH2:7][CH2:6]1. Procedure: A mixture of 102 parts of ethyl 4-(3-chloro-3-oxopropyl)-1-piperidinecarboxylate, 45 parts of 2,6-dimethylpyridine and 630 parts of tetrahydrofuran was hydrogenated at normal pressure and at room temperature with 5 parts of palladium-on-charcoal catalyst 10%. After the calculated amount of hydrogen was taken up, the catalyst was filtered off and the filtrate was evaporated. The reside was dissolved in 650 parts of dichloromethane. The solution was washed twice with 100 parts of a hydrochloric ac... Starting materials: enamine, C(CCC)NCCCC (di-n-butylamine), ketone, C1(CCCCC1)=O (cyclohexanone). Run in C1=CC=CC=C1 (benzene). Yields the product C1(=CCCCC1)N(CCCC)CCCC (N-Cyclohex-1-enyl dibutylamine). As a reaction SMILES: [C:1]1(=O)[CH2:6][CH2:5][CH2:4][CH2:3][CH2:2]1.[CH2:8]([NH:12][CH2:13][CH2:14][CH2:15][CH3:16])[CH2:9][CH2:10][CH3:11]>C1C=CC=CC=1>[C:1]1([N:12]([CH2:13][CH2:14][CH2:15][CH3:16])[CH2:8][CH2:9][CH2:10][CH3:11])[CH2:6][CH2:5][CH2:4][CH2:3][CH:2]=1. Procedure details: This example shows a typical preparation of an enamine of this invention using a ketone. A half mole of both cyclohexanone and di-n-butylamine in 100 ml. of benzene were refluxed for 2-3 days using a Dean Stark trap to collect the water as it formed. After about 61/2 ml. of water was collected, the benzene was stripped off, and the enamine was collected as the fraction distilling between 121°-124° C. at 7.5 mm. Hg. The reactants are COC(C1=C(C=C(C(=C1)I)CC)N)=O (2-Amino-5-iodo-4-ethyl-benzoic acid methyl ester), CN1N=CC=C1[Sn](CCCC)(CCCC)CCCC (1-methyl-5-tributylstannanyl-1H-pyrazole), O1CCOCC1 (Dioxane). Reagents/catalysts: C1=CC=C(C=C1)P([C-]2C=CC=C2)C3=CC=CC=C3.C1=CC=C(C=C1)P([C-]2C=CC=C2)C3=CC=CC=C3.Cl[Pd]Cl.[Fe+2] ([1,1′-bis(diphenylphosphino)-ferrocene]dichloropalladium). Solvent: CCOC(=O)C (EtOAc). Conditions: temperature 100 celsius, time 18 hour. Yields the product COC(C1=C(C=C(C(=C1)C=1N(N=CC1)C)CC)N)=O (2-amino-4-ethyl-5-(2-methyl-2H-pyrazol-3-yl)-benzoic acid methyl ester). Yield: 68.3%. RXN SMILES: [CH3:1][O:2][C:3](=[O:14])[C:4]1[CH:9]=[C:8](I)[C:7]([CH2:11][CH3:12])=[CH:6][C:5]=1[NH2:13].[CH3:15][N:16]1[C:20]([Sn](CCCC)(CCCC)CCCC)=[CH:19][CH:18]=[N:17]1.O1CCOCC1>C1C=CC(P(C2C=CC=CC=2)[C-]2C=CC=C2)=CC=1.C1C=CC(P(C2C=CC=CC=2)[C-]2C=CC=C2)=CC=1.Cl[Pd]Cl.[Fe+2].CCOC(C)=O>[CH3:1][O:2][C:3](=[O:14])[C:4]1[CH:9]=[C:8]([C:20]2[N:16]([CH3:15])[N:17]=[CH:18][CH:19]=2)[C:7]([CH2:11][CH3:12])=[CH:6][C:5]=1[NH2:13] |f:3.4.5.6|. Procedure details: 2-Amino-5-iodo-4-ethyl-benzoic acid methyl ester (280 mg, 0.92 mmol) and 1-methyl-5-tributylstannanyl-1H-pyrazole (409 mg, 1.2 equiv) were weighed in air and added to a flame-dried flask. [1,1′-bis(diphenylphosphino)-ferrocene]dichloropalladium (75 mg, 0.1 equiv) was added and the flask was closed by a septum. Dioxane (1 mL) was added and the mixture was stirred at 100° C. for 18 h (TLC control). The mixture was dissolved with EtOAc, filtered and evaporated to dryness. The crude product was puri... Starting materials: CC(=Cc1ccccc1)C(=O)O, [Cl-], Nc1cccc(Cl)c1, ClCCl, c1ccncc1. The product is CC(=Cc1ccccc1)C(=O)Nc1cccc(Cl)c1. As a reaction SMILES: [CH3:16][C:17]([C:18](=[O:19])[OH:20])=[CH:21][c:22]1[cH:23][cH:24][cH:25][cH:26][cH:27]1.[Cl-:15].[Cl:1][c:2]1[cH:3][c:4]([NH2:5])[cH:6][cH:7][cH:8]1.[Cl:28][CH2:29][Cl:30].[cH:9]1[cH:10][cH:11][n:12][cH:13][cH:14]1>>[Cl:1][c:2]1[cH:3][c:4]([NH:5][C:18]([C:17]([CH3:16])=[CH:21][c:22]2[cH:23][cH:24][cH:25][cH:26][cH:27]2)=[O:19])[cH:6][cH:7][cH:8]1. Reactants: OC1=C(C=C(C(=O)N2CCN(CC2)CC(C)C)C=C1)CC(C)C (1-(4-hydroxy-3-isobutylbenzoyl)-4-isobutylpiperazine), FC=1C=C(CBr)C=CC1F (3,4-difluorobenzyl bromide). The product is FC=1C=C(COC2=C(C=C(C(=O)N3CCN(CC3)CC(C)C)C=C2)CC(C)C)C=CC1F (1-[4-(3,4-difluorobenzyloxy)-3-isobutylbenzoyl]-4-isobutylpiperazine). Procedure: As in the case of Example 18, 1-(4-hydroxy-3-isobutylbenzoyl)-4-isobutylpiperazine (1.24 g) was benzylated with 3,4-difluorobenzyl bromide (1.60 g), thereby yielding 1.67 g of the aimed compound. As a reaction SMILES: [OH:1][C:2]1[CH:19]=[CH:18][C:5]([C:6]([N:8]2[CH2:13][CH2:12][N:11]([CH2:14][CH:15]([CH3:17])[CH3:16])[CH2:10][CH2:9]2)=[O:7])=[CH:4][C:3]=1[CH2:20][CH:21]([CH3:23])[CH3:22].[F:24][C:25]1[CH:26]=[C:27]([CH:30]=[CH:31][C:32]=1[F:33])[CH2:28]Br>>[F:24][C:25]1[CH:26]=[C:27]([CH:30]=[CH:31][C:32]=1[F:33])[CH2:28][O:1][C:2]1[CH:19]=[CH:18][C:5]([C:6]([N:8]2[CH2:9][CH2:10][N:11]([CH2:14][CH:15]([CH3:17])[CH3:16])[CH2:12][CH2:13]2)=[O:7])=[CH:4][C:3]=1[CH2:20][CH:21]([CH3:23])[CH3:22]. Isolated yield 96.5%. The reactants are CC(C)(C)OC(=O)NCCOc1ccc(CCCCNC(=O)OCc2ccccc2)cc1, C1CCOC1, CO, Cl. Product: NCCOc1ccc(CCCCNC(=O)OCc2ccccc2)cc1, Cl. As a reaction SMILES: [CH2:1]([c:2]1[cH:3][cH:4][cH:5][cH:6][cH:7]1)[O:8][C:9]([NH:10][CH2:11][CH2:12][CH2:13][CH2:14][c:15]1[cH:16][cH:17][c:18]([O:21][CH2:22][CH2:23][NH:24][C:25]([O:26][C:27]([CH3:28])([CH3:29])[CH3:30])=[O:31])[cH:19][cH:20]1)=[O:32].[CH2:36]1[O:37][CH2:38][CH2:39][CH2:40]1.[CH3:34][OH:35].[ClH:33]>>[CH2:1]([c:2]1[cH:3][cH:4][cH:5][cH:6][cH:7]1)[O:8][C:9]([NH:10][CH2:11][CH2:12][CH2:13][CH2:14][c:15]1[cH:16][cH:17][c:18]([O:21][CH2:22][CH2:23][NH2:24])[cH:19][cH:20]1)=[O:32].[ClH:33]. Reactants: CCOC(=O)C=Cc1cc(C(C)C)c2[nH]c3c(c2c1)CCOC3(CC)CCO, CCO, Cl, [H][H]. The product is CCOC(=O)CCc1cc(C(C)C)c2[nH]c3c(c2c1)CCOC3(CC)CCO. As a reaction SMILES: [CH2:1]([CH3:2])[C:3]1([CH2:26][CH2:27][OH:28])[O:4][CH2:5][CH2:6][c:7]2[c:8]1[nH:9][c:10]1[c:11]([CH:23]([CH3:24])[CH3:25])[cH:12][c:13]([CH:16]=[CH:17][C:18](=[O:19])[O:20][CH2:21][CH3:22])[cH:14][c:15]21.[CH3:32][CH2:33][OH:34].[ClH:31].[H:29][H:30]>>[CH2:1]([CH3:2])[C:3]1([CH2:26][CH2:27][OH:28])[O:4][CH2:5][CH2:6][c:7]2[c:8]1[nH:9][c:10]1[c:11]([CH:23]([CH3:24])[CH3:25])[cH:12][c:13]([CH2:16][CH2:17][C:18](=[O:19])[O:20][CH2:21][CH3:22])[cH:14][c:15]21. The reactants are COC1=CC(=CC=2C(C3=CC=CC(=C3C12)OC(C)C)=O)OC(C)C (4-methoxy-2,5-bis-(1-methylethoxy)-9H-fluoren-9-one), B(Cl)(Cl)Cl (BCl3). Solvent: C(Cl)Cl (CH2Cl2). Reaction conditions: time 2 hour. The product is OC1=CC=2C(C3=CC=CC(=C3C2C(=C1)OC)O)=O (2,5-Dihydroxy-4-methoxy-9H-fluoren-9-one). RXN SMILES: [CH3:1][O:2][C:3]1[C:15]2[C:14]3[C:9](=[CH:10][CH:11]=[CH:12][C:13]=3[O:16]C(C)C)[C:8](=[O:20])[C:7]=2[CH:6]=[C:5]([O:21]C(C)C)[CH:4]=1.B(Cl)(Cl)Cl>C(Cl)Cl>[OH:21][C:5]1[CH:4]=[C:3]([O:2][CH3:1])[C:15]2[C:14]3[C:9](=[CH:10][CH:11]=[CH:12][C:13]=3[OH:16])[C:8](=[O:20])[C:7]=2[CH:6]=1. Procedure: To a stirred solution of 4-methoxy-2,5-bis-(1-methylethoxy)-9H-fluoren-9-one (0.58 g, 1.8 mmol) in CH2Cl2 (15.0 mL) is added BCl3 (7.2 mL, 7.2 mmol) (1.0M) at 0° C. The green mixture is allowed to warm to ambient temperature and stirred for 2 hours under argon. The mixture is cooled to OC and quenched with H2O (20 mL). The precipitated red solid is removed by filtration and recrystallized from MeOH/H2O affording 0.331 g (76%) of the title compound as a red solid: mp 235-237° C. (lit., 238-240° C... Reactants: ClC=1N=C(C2=C(N1)C(=NC=N2)SC)N2CCOCC2 (2-chloro-8-methylthio-4-morpholino-pyrimido-[5,4-d]-pyrimidine), C(=O)N1CCNCC1 (N-formyl-piperazine). The solvent is O (water). Product: C(=O)N1CCN(CC1)C=1N=C(C2=C(N1)C(=NC=N2)SC)N2CCOCC2 (2-(N-Formyl-piperazino)-8-methylthio-4-morpholino-pyrimido-[5,4-d]-pyrimidine). RXN SMILES: Cl[C:2]1[N:3]=[C:4]([N:14]2[CH2:19][CH2:18][O:17][CH2:16][CH2:15]2)[C:5]2[N:11]=[CH:10][N:9]=[C:8]([S:12][CH3:13])[C:6]=2[N:7]=1.[CH:20]([N:22]1[CH2:27][CH2:26][NH:25][CH2:24][CH2:23]1)=[O:21]>O>[CH:20]([N:22]1[CH2:27][CH2:26][N:25]([C:2]2[N:3]=[C:4]([N:14]3[CH2:19][CH2:18][O:17][CH2:16][CH2:15]3)[C:5]3[N:11]=[CH:10][N:9]=[C:8]([S:12][CH3:13])[C:6]=3[N:7]=2)[CH2:24][CH2:23]1)=[O:21]. Procedure: 10.4 gm (0.035 mol) of 2-chloro-8-methylthio-4-morpholino-pyrimido-[5,4-d]-pyrimidine (m.p. 179°-180° C.) were heated with 28.5 gm (0.25 mol) of N-formyl-piperazine at about 100° C. for 30 minutes. The resulting solution was taken up in about 300 ml of water, whereby the reaction product was obtained as yellowish precipitate. The precipitate was suction-filtered off, washed with water and dried at 70° C.